describe an organic reaction: reactants, conditions, products, and yield From a dataset of the Open Reaction Database (ORD), a public repository of structured organic reaction records. The reactants are CC1(C)NC(=O)N(c2ccc(SC(F)(F)F)c([N+](=O)[O-])c2)C1=O, CCOC(C)=O, Cl, [Na+], [OH-], O, [Zn]. Yields the product CC1(C)NC(=O)N(c2ccc(SC(F)(F)F)c(N)c2)C1=O. RXN SMILES: [CH3:1][C:2]1([CH3:23])[C:3](=[O:22])[N:4]([c:8]2[cH:9][c:10]([N+:19]([O-:20])=[O:21])[c:11]([S:14][C:15]([F:16])([F:17])[F:18])[cH:12][cH:13]2)[C:5](=[O:7])[NH:6]1.[CH3:24][CH2:25][O:26][C:27](=[O:28])[CH3:29].[ClH:33].[Na+:32].[OH-:31].[OH2:30].[Zn:34]>>[CH3:1][C:2]1([CH3:23])[C:3](=[O:22])[N:4]([c:8]2[cH:9][c:10]([NH2:19])[c:11]([S:14][C:15]([F:16])([F:17])[F:18])[cH:12][cH:13]2)[C:5](=[O:7])[NH:6]1. Starting materials: 181, ClCC(=O)O (chloroacetic acid), C(CCC)O (butanol). Product: ClCC(=O)OCCCC (butyl chloroacetate). RXN SMILES: [Cl:1][CH2:2][C:3]([OH:5])=[O:4].[CH2:6](O)[CH2:7][CH2:8][CH3:9]>>[Cl:1][CH2:2][C:3]([O:5][CH2:6][CH2:7][CH2:8][CH3:9])=[O:4]. Procedure details: Following the procedure described in Examples 1 and 2, but heating while stirring for 4 hours to 105° a mixture comprising of 181 parts of butanol and 189 parts of chloroacetic acid, there is obtained butyl chloroacetate; nD20 =1,428. The reactants are CC1(OC=2C(C1)C(C(=C(C2C)C)[N+](=O)[O-])C)C=O (2,4,6,7-tetramethyl-5-nitrodihydrobenzofuran-2-aldehyde), CC(C)=CC (2-methyl-2-butene), Cl(=O)[O-].[Na+] (sodium chlorite), [Na].[H][H] (sodium dihydrogen). Solvent: C(C)(C)(C)O (t-butanol), O (water). Conditions: time 2 hour. The product is CC1(OC=2C(C1)C(C(=C(C2C)C)[N+](=O)[O-])C)C(=O)O (2,4,6,7-tetramethyl-5-nitrodihydrobenzofuran-2-carboxylic acid). The yield is 47.2%. As a reaction SMILES: [CH3:1][C:2]1([CH:17]=[O:18])[CH2:6][CH:5]2[CH:7]([CH3:16])[C:8]([N+:13]([O-:15])=[O:14])=[C:9]([CH3:12])[C:10]([CH3:11])=[C:4]2[O:3]1.CC(=CC)C.Cl([O-])=[O:25].[Na+].[Na].[H][H]>C(O)(C)(C)C.O>[CH3:1][C:2]1([C:17]([OH:25])=[O:18])[CH2:6][CH:5]2[CH:7]([CH3:16])[C:8]([N+:13]([O-:15])=[O:14])=[C:9]([CH3:12])[C:10]([CH3:11])=[C:4]2[O:3]1 |f:2.3,4.5,^1:27|. Procedure: 2.39 g of 2,4,6,7-tetramethyl-5-nitrodihydrobenzofuran-2-aldehyde and 31 g of 2-methyl-2-butene were dissolved in 190 ml of t-butanol and a solution prepared by dissolving 7.77 g of sodium chlorite and 10.1 g of sodium dihydrogen phospahte dehydrate in 78 ml of water was added dropwise under ice cooling, followed by stirring at room temperature for 2 hours. After 2-methyl-2-butene and t-butanol were distilled off under reduced pressure, water was added and the reaction solution was extracted wit...